Dataset: the Open Reaction Database (ORD), a public repository of structured organic reaction records. Task: describe an organic reaction: reactants, conditions, products, and yield Reactants: FC1=CC=C(C=C1)N1N=C(C=C1C1=CC=C(C=C1)S(=O)(=O)C)C(=O)O (1-(4-fluorophenyl)-5-[4-(methylsulfonyl)phenyl]pyrazole-3-carboxylic acid), P(Cl)(Cl)(Cl)(Cl)Cl (phosphorus pentachloride). Run in C1(=CC=CC=C1)C (toluene), O1CCCC1 (tetrahydrofuran). Reaction conditions: time 2 hour. The product is FC1=CC=C(C=C1)N1N=C(C=C1C1=CC=C(C=C1)S(=O)(=O)C)C(=O)Cl (1-(4-fluorophenyl)-5-[4-(methylsulfonyl)phenyl]pyrazole-3-carbonyl chloride). The yield is 118.5%. As a reaction SMILES: [F:1][C:2]1[CH:7]=[CH:6][C:5]([N:8]2[C:12]([C:13]3[CH:18]=[CH:17][C:16]([S:19]([CH3:22])(=[O:21])=[O:20])=[CH:15][CH:14]=3)=[CH:11][C:10]([C:23]([OH:25])=O)=[N:9]2)=[CH:4][CH:3]=1.P(Cl)(Cl)(Cl)(Cl)[Cl:27]>C1(C)C=CC=CC=1.O1CCCC1>[F:1][C:2]1[CH:7]=[CH:6][C:5]([N:8]2[C:12]([C:13]3[CH:18]=[CH:17][C:16]([S:19]([CH3:22])(=[O:21])=[O:20])=[CH:15][CH:14]=3)=[CH:11][C:10]([C:23]([Cl:27])=[O:25])=[N:9]2)=[CH:4][CH:3]=1. Procedure: A mixture of 1-(4-fluorophenyl)-5-[4-(methylsulfonyl)phenyl]pyrazole-3-carboxylic acid (1.1 g) and phosphorus pentachloride (0.67 g) in toluene (16 ml) and tetrahydrofuran 9 ml) was stirred at ambient temperature for 2 hours. The insoluble material was filtered and the filtrate was concentrated to give an oil of 1-(4-fluorophenyl)-5-[4-(methylsulfonyl)phenyl]pyrazole-3-carbonyl chloride (1.37 g). The reactants are ClC1=NC(=C(C=C1C=O)C)C (2-chloro-5,6-dimethyl-3-pyridinecarboxaldehyde), C(CC(=O)O)(=O)O (malonic acid), N1CCCCC1 (piperidine). Run in N1=CC=CC=C1 (pyridine). Product: ClC1=NC(=C(C=C1C=CC(=O)O)C)C (3-(2-chloro-5,6-dimethyl-3-pyridyl)acrylic acid). The yield is 87.0%. As a reaction SMILES: [Cl:1][C:2]1[C:7]([CH:8]=O)=[CH:6][C:5]([CH3:10])=[C:4]([CH3:11])[N:3]=1.C(O)(=O)[CH2:13][C:14]([OH:16])=[O:15].N1CCCCC1>N1C=CC=CC=1>[Cl:1][C:2]1[C:7]([CH:8]=[CH:13][C:14]([OH:16])=[O:15])=[CH:6][C:5]([CH3:10])=[C:4]([CH3:11])[N:3]=1. Procedure: A mixture of 2-chloro-5,6-dimethyl-3-pyridinecarboxaldehyde (16.85 g), malonic acid (11.45 g), piperidine (10 ml) and pyridine (100 ml) was heated under reflux for 1 hour and evaporated to an oil. This oil was dissolved in sodium hydroxide solution and was extracted with chloroform, the residual aqueous phase was acidified with hydrochloric acid and extracted with chloroform. The second chloroform extracts were washed with water and evaporated to give 3-(2-chloro-5,6-dimethyl-3-pyridyl)acrylic a... The reactants are CC(C)C[Al+]CC(C)C, C[N+]1([O-])CCOCC1, Cc1ccccc1, CC#N, CCOC(=O)c1c[nH]c(-c2ccccc2C(F)(F)F)c1, [H-], C1CCOC1, O. Yields the product O=Cc1c[nH]c(-c2ccccc2C(F)(F)F)c1. Reaction SMILES: [CH2:22]([Al+:23][CH2:24][CH:25]([CH3:26])[CH3:27])[CH:28]([CH3:29])[CH3:30].[CH3:32][N+:33]1([O-:39])[CH2:34][CH2:35][O:36][CH2:37][CH2:38]1.[CH3:45][c:46]1[cH:47][cH:48][cH:49][cH:50][cH:51]1.[CH3:52][C:53]#[N:54].[F:1][C:2]([c:3]1[c:4](-[c:9]2[cH:10][c:11]([C:14](=[O:15])[O:16][CH2:17][CH3:18])[cH:12][nH:13]2)[cH:5][cH:6][cH:7][cH:8]1)([F:19])[F:20].[H-:21].[O:40]1[CH2:41][CH2:42][CH2:43][CH2:44]1.[OH2:31]>>[F:1][C:2]([c:3]1[c:4](-[c:9]2[cH:10][c:11]([CH:14]=[O:15])[cH:12][nH:13]2)[cH:5][cH:6][cH:7][cH:8]1)([F:19])[F:20].